This data is from the Open Reaction Database (ORD), a public repository of structured organic reaction records. The task is: describe an organic reaction: reactants, conditions, products, and yield Starting materials: N1=C(NC2=C1C=CC=C2)SCC=2C=CC=C1C(CCN(C21)CC)=O (8-(2-Benzimidazolyl)thiomethyl-1-ethyl-4-oxo-1,2,3,4-tetrahydroquinoline), CN (methylamine), [BH4-].[Na+] (sodium borohydride). The solvent is CO (methanol). The product is N1=C(NC2=C1C=CC=C2)SCC=2C=CC=C1C(CCN(C21)CC)NC (8-(2-benzimidazolyl)thiomethyl-1-ethyl-4-methylamino-1,2,3,4-tetrahydroquinoline). As a reaction SMILES: [N:1]1[C:5]2[CH:6]=[CH:7][CH:8]=[CH:9][C:4]=2[NH:3][C:2]=1[S:10][CH2:11][C:12]1[CH:13]=[CH:14][CH:15]=[C:16]2[C:21]=1[N:20]([CH2:22][CH3:23])[CH2:19][CH2:18][C:17]2=O.[CH3:25][NH2:26].[BH4-].[Na+]>CO>[N:1]1[C:5]2[CH:6]=[CH:7][CH:8]=[CH:9][C:4]=2[NH:3][C:2]=1[S:10][CH2:11][C:12]1[CH:13]=[CH:14][CH:15]=[C:16]2[C:21]=1[N:20]([CH2:22][CH3:23])[CH2:19][CH2:18][CH:17]2[NH:26][CH3:25] |f:2.3|. Procedure details: 8-(2-Benzimidazolyl)thiomethyl-1-ethyl-4-oxo-1,2,3,4-tetrahydroquinoline (1 g) and methylamine (40% methanol solution, 7.4 ml) were dissolved in methanol (15 ml) and the solution was refluxed for 14 hours. After allowing to cool, sodium borohydride (630 mg) was added by portions with stirring at room temperature, and the mixture was stirred for 1 hour at the same temperature. The solvent was distilled off and the resulting residue was extracted with dichloromethane. The extract was washed with w... The reactants are CC=1C=C(C=CC1)NC(=S)NC1=CC=C(C=C1)OC1=CC=NC2=CC(=C(C=C12)OC)OC (N-(3-Methylphenyl)-N'-{4-[(6,7-dimethoxy-4-quinolyl)oxy]phenyl)thiourea), C1(CCCCC1)N=C=NC1CCCCC1 (dicyclohexylcarbodiimide), C(C)(C)N(CC)C(C)C (diisopropylethyl amine), N#CN (cyanamide). Run in C(Cl)Cl (methylene chloride), C1CCOC1 (THF). Reaction conditions: time 8 hour. Product: CC=1C=C(C=CC1)NC(=NC#N)NC1=CC=C(C=C1)OC1=CC=NC2=CC(=C(C=C12)OC)OC (1-(3-Methylphenyl)-2-cyano-3-{4-[(6,7-dimethoxy-4-quinolyl)oxy]phenyl}guanidine). Yield: 103.7%. RXN SMILES: [CH3:1][C:2]1[CH:3]=[C:4]([NH:8][C:9]([NH:11][C:12]2[CH:17]=[CH:16][C:15]([O:18][C:19]3[C:28]4[C:23](=[CH:24][C:25]([O:31][CH3:32])=[C:26]([O:29][CH3:30])[CH:27]=4)[N:22]=[CH:21][CH:20]=3)=[CH:14][CH:13]=2)=S)[CH:5]=[CH:6][CH:7]=1.C1([N:39]=[C:40]=[N:41]C2CCCCC2)CCCCC1.C(N(C(C)C)CC)(C)C.N#CN>C(Cl)Cl.C1COCC1>[CH3:1][C:2]1[CH:3]=[C:4]([NH:8][C:9]([NH:11][C:12]2[CH:17]=[CH:16][C:15]([O:18][C:19]3[C:28]4[C:23](=[CH:24][C:25]([O:31][CH3:32])=[C:26]([O:29][CH3:30])[CH:27]=4)[N:22]=[CH:21][CH:20]=3)=[CH:14][CH:13]=2)=[N:41][C:40]#[N:39])[CH:5]=[CH:6][CH:7]=1. Reported procedure: N-(3-Methylphenyl)-N'-{4-[(6,7-dimethoxy-4-quinolyl)oxy]phenyl}thiourea (18 mg) obtained in Example 171, dicyclohexylcarbodiimide (35 mg) and a catalytic amount of diisopropylethyl amine were dissolved in methylene chloride (6 ml), to which a solution of cyanamide (23 mg) in THF (1 ml) was added, and the admixture was stirred at room temperature overnight. After removing the solvent by distillation, the resulting residue was purified by column chromatography on silica gel eluting with chloroform... The reactants are ClC=1C=C(C=CC1Cl)C(C(=O)O)OC1CCOCC1 (rac-(3,4-dichloro-phenyl)-[(tetrahydro-pyran-4-yloxy)]-acetic acid), C[Si](N[Si](C)(C)C)(C)C (1,1,1,3,3,3-hexamethyldisilazane), C(C(=O)Cl)(=O)Cl (oxalyl chloride). Reagents/catalysts: CN(C=O)C (N,N-dimethylformamide). Run in ClCCl (dichloromethane). Reaction conditions: temperature 0 celsius, time 1 hour. The product is ClC=1C=C(C=CC1Cl)C(C(=O)N)OC1CCOCC1 (rac-2-(3,4-dichloro-phenyl)-2-(tetrahydro-pyran-4-yloxy)-acetamide). The yield is 63.0%. Reaction SMILES: [Cl:1][C:2]1[CH:3]=[C:4]([CH:9]([O:13][CH:14]2[CH2:19][CH2:18][O:17][CH2:16][CH2:15]2)[C:10](O)=[O:11])[CH:5]=[CH:6][C:7]=1[Cl:8].C(Cl)(=O)C(Cl)=O.C[Si](C)(C)[NH:28][Si](C)(C)C>ClCCl.CN(C)C=O>[Cl:1][C:2]1[CH:3]=[C:4]([CH:9]([O:13][CH:14]2[CH2:19][CH2:18][O:17][CH2:16][CH2:15]2)[C:10]([NH2:28])=[O:11])[CH:5]=[CH:6][C:7]=1[Cl:8]. Reported procedure: A cooled (0° C.) solution of rac-(3,4-dichloro-phenyl)-[(tetrahydro-pyran-4-yloxy)]-acetic acid (Example 4; 441 mg, 1.45 mmol) in dichloromethane (10 mL) and N,N-dimethylformamide (one drop) was treated with oxalyl chloride (2.0 M solution in dichloromethane, 1.01 mL, 2.02 mmol). The reaction was stirred at 0° C. for 1 h, then 1,1,1,3,3,3-hexamethyldisilazane (1.10 mL, 5.06 mmol) was added and the resulting cloudy mixture was stirred at 25° C. for 16 h. The reaction was quenched with methanol (1...